Dataset: the Open Reaction Database (ORD), a public repository of structured organic reaction records. Task: describe an organic reaction: reactants, conditions, products, and yield The reactants are CCCCCC (n-hexan), C1(=CC=C(C=C1)CN)CN (p-xylylenediamine), C(C)(C)(C)N=C=O (t-butyl isocyanate). The solvent is C(Cl)Cl (methylene dichloride). Conditions: time 2 hour. Yields the product C(C)(C)(C)NC(NCC1=CC=C(C=C1)CN)=O (4-(3-t-butylureidomethyl)-1-aminomethylbenzene). The yield is 42.6%. Reaction SMILES: [C:1]1([CH2:9][NH2:10])[CH:6]=[CH:5][C:4]([CH2:7][NH2:8])=[CH:3][CH:2]=1.CCCCCC.[C:17]([N:21]=[C:22]=[O:23])([CH3:20])([CH3:19])[CH3:18]>C(Cl)Cl>[C:17]([NH:21][C:22](=[O:23])[NH:8][CH2:7][C:4]1[CH:5]=[CH:6][C:1]([CH2:9][NH2:10])=[CH:2][CH:3]=1)([CH3:20])([CH3:19])[CH3:18]. Procedure details: To a solution of 2.7 g p-xylylenediamine in 100 ml methylene dichloride, was added slowly with stirring 10 ml of a n-hexan solution containing 990 mg t-butyl isocyanate under ice cooling. Stirring was continued at room temperature for two hours, the solvent was distilled off under reduced pressure, and the residue was purified by silica gel column chromatography, giving 1 g of 4-(3-t-butylureidomethyl)-1-aminomethylbenzene. Reactants: Cl.NCC(=O)N1CCN(CC1)C(C1=C(C=CC=C1)C(F)(F)F)=O (2-amino-1-[4-(2-trifluoromethyl-benzoyl)-piperazin-1-yl]-ethanone hydrochloride salt), CCN(C(C)C)C(C)C (DIPEA), OC=1N=CC(=NC1)C(=O)O (5-hydroxy-pyrazine-2-carboxylic acid), C=1C=CC2=C(C1)N=NN2O (HOBT), CCN=C=NCCCN(C)C (EDCI). The solvent is CN(C)C=O (DMF). Run at time 8 hour. The product is O=C(CNC(=O)C1=NC=C(N=C1)O)N1CCN(CC1)C(C1=C(C=CC=C1)C(F)(F)F)=O (5-hydroxy-pyrazine-2-carboxylic acid {2-oxo-2-[4-(2-trifluoromethyl-benzoyl)-piperazin-1-yl]-ethyl}-amide). Isolated yield 33.0%. Reaction SMILES: CCN(C(C)C)C(C)C.[OH:10][C:11]1[N:12]=[CH:13][C:14]([C:17]([OH:19])=O)=[N:15][CH:16]=1.C1C=CC2N(O)N=NC=2C=1.CCN=C=NCCCN(C)C.Cl.[NH2:42][CH2:43][C:44]([N:46]1[CH2:51][CH2:50][N:49]([C:52](=[O:63])[C:53]2[CH:58]=[CH:57][CH:56]=[CH:55][C:54]=2[C:59]([F:62])([F:61])[F:60])[CH2:48][CH2:47]1)=[O:45]>CN(C=O)C>[O:45]=[C:44]([N:46]1[CH2:47][CH2:48][N:49]([C:52](=[O:63])[C:53]2[CH:58]=[CH:57][CH:56]=[CH:55][C:54]=2[C:59]([F:62])([F:61])[F:60])[CH2:50][CH2:51]1)[CH2:43][NH:42][C:17]([C:14]1[CH:13]=[N:12][C:11]([OH:10])=[CH:16][N:15]=1)=[O:19] |f:4.5|. Procedure details: DIPEA (553 mg, 0.732 mL, 4.28 mmol) was added to a stirred solution of 5-hydroxy-pyrazine-2-carboxylic acid (200 mg, 1.42 mmol) in DMF (3 mL). HOBT (231 mg, 1.71 mmol) and EDCI (328 mg, 1.71 mmol) were then added at room temperature. After 2 minutes 2-amino-1-[4-(2-trifluoromethyl-benzoyl)-piperazin-1-yl]-ethanone hydrochloride salt (600 mg, 1.71 mmol) was added and the resulting mixture was stirred at room temperature overnight. The reaction mixture was concentrated, methanol was then added, fi... Starting materials: COC1=C(C=C(C(=C1)[N+](=O)[O-])OC)N1CCC(CC1)N1CCCCC1 (1′-[2,5-Bis(methyloxy)-4-nitrophenyl]-1,4′-bipiperidine), CCOC(=O)C (EtOAc). Reagents/catalysts: [Pt] (sulfided platinum on carbon). The solvent is CCO (EtOH). Reaction conditions: time 8 hour. Product: N1(CCCCC1)C1CCN(CC1)C1=CC(=C(N)C=C1OC)OC (4-(1,4′-bipiperidin-1′-yl)-2,5-bis(methyloxy)aniline). RXN SMILES: [CH3:1][O:2][C:3]1[CH:8]=[C:7]([N+:9]([O-])=O)[C:6]([O:12][CH3:13])=[CH:5][C:4]=1[N:14]1[CH2:19][CH2:18][CH:17]([N:20]2[CH2:25][CH2:24][CH2:23][CH2:22][CH2:21]2)[CH2:16][CH2:15]1.CCOC(C)=O>CCO.[Pt]>[N:20]1([CH:17]2[CH2:16][CH2:15][N:14]([C:4]3[C:3]([O:2][CH3:1])=[CH:8][C:7]([NH2:9])=[C:6]([O:12][CH3:13])[CH:5]=3)[CH2:19][CH2:18]2)[CH2:25][CH2:24][CH2:23][CH2:22][CH2:21]1. Procedure: 1′-[2,5-Bis(methyloxy)-4-nitrophenyl]-1,4′-bipiperidine (3.0 g, 8.6 mmol) was taken up in EtOH (50 mL) and EtOAc was added to help with solubility. The catalyst, 5% sulfided platinum on carbon (300 mg) was added. The reaction was placed on a Fischer-Porter Hydrogenator under 50 psi of H2 gas and was allowed to stir at rt overnight. The catalyst was filtered off and the filtrate was concentrated in vacuo to give the title compound of step B without further purification (2.72 g, 99%). 1H NMR (400 ... Reactants: [N+](=O)([O-])C1=CC=C(COC(=O)C2=C(CS[C@H]3N2C(C3NC(CCC#N)=S)=O)OC)C=C1 (7-cyanomethylthioacetamido-3-methoxy-3-cephem-4-carboxylic acid p-nitrobenzyl ester), Cl (hydrochloric acid), O1CCCC1 (tetrahydrofuran). The reagents and catalysts are CO (methanol), [Pd] (palladium on charcoal). Run in C(C)O (ethanol). Reaction conditions: time 3 hour. Product: C(#N)CCC(=S)NC1[C@@H]2N(C(=C(CS2)OC)C(=O)O)C1=O (7-cyanomethylthioacetamido-3-methoxy-3-cephem-4-carboxylic acid). RXN SMILES: [N+](C1C=CC(C[O:9][C:10]([C:12]2[N:17]3[C:18](=[O:27])[CH:19]([NH:20][C:21](=[S:26])[CH2:22][CH2:23][C:24]#[N:25])[C@H:16]3[S:15][CH2:14][C:13]=2[O:28][CH3:29])=[O:11])=CC=1)([O-])=O.O1CCCC1.Cl>CO.[Pd].C(O)C>[C:24]([CH2:23][CH2:22][C:21]([NH:20][CH:19]1[C:18](=[O:27])[N:17]2[C:12]([C:10]([OH:11])=[O:9])=[C:13]([O:28][CH3:29])[CH2:14][S:15][C@H:16]12)=[S:26])#[N:25]. Reported procedure: To a solution of 1 g. of 7-cyanomethylthioacetamido-3-methoxy-3-cephem-4-carboxylic acid p-nitrobenzyl ester in 60 ml. of tetrahydrofuran and 100 ml. of methanol containing 5 drops of 1N hydrochloric acid is added 1 g. of prereduced 5% palladium on charcoal in 40 ml. of ethanol. The mixture is hydrogenated for 3 hours at room temperature at 50 psi. The catalyst is filtered and washed with tetrahydrofuran and water. The filtrate and washings are combined, solvent is removed in vacuo and the resid... Reactants: C(C)C=1N(C(C=C(N1)C)=O)CCOC1=CC=C(C=C1)C=C1C(NC(O1)=O)=O (5-[4-[2-[2-Ethyl-4-methyl-6-oxo-1,6-dihydro-1-pyrimidinyl]ethoxy]phenyl methylene]oxazolidine-2,4-dione), [H][H] (hydrogen). Reagents/catalysts: [Pd] (palladium on charcoal). Solvent: O1CCOCC1 (1,4-dioxane). Yields the product C(C)C=1N(C(C=C(N1)C)=O)CCOC1=CC=C(C=C1)CC1C(NC(O1)=O)=O (5-[4-[2-[2-Ethyl-4-methyl-6-oxo-1,6-dihydro-1-pyrimidinyl]ethoxy]phenyl methyl]oxazolidine-2,4-dione). Yield: 89.5%. RXN SMILES: [CH2:1]([C:3]1[N:4]([CH2:11][CH2:12][O:13][C:14]2[CH:19]=[CH:18][C:17]([CH:20]=[C:21]3[O:25][C:24](=[O:26])[NH:23][C:22]3=[O:27])=[CH:16][CH:15]=2)[C:5](=[O:10])[CH:6]=[C:7]([CH3:9])[N:8]=1)[CH3:2].[H][H]>O1CCOCC1.[Pd]>[CH2:1]([C:3]1[N:4]([CH2:11][CH2:12][O:13][C:14]2[CH:15]=[CH:16][C:17]([CH2:20][CH:21]3[O:25][C:24](=[O:26])[NH:23][C:22]3=[O:27])=[CH:18][CH:19]=2)[C:5](=[O:10])[CH:6]=[C:7]([CH3:9])[N:8]=1)[CH3:2]. Reported procedure: A solution of 5-[4-[2-[2-ethyl-4-methyl-6-oxo-1,6-dihydro-1-pyrimidinyl]ethoxy]phenyl methylene]oxazolidine-2,4-dione (100 mg) (obtained from example 26) in 1,4-dioxane (10 ml) was reduced with hydrogen in the presence of 10% palladium on charcoal (20 mg) at 50 psi for 24 h. The mixture was filtered through a bed of celite. The filtrate was evaporated to dryness under reduced pressure, purified by column chromatography (2:1 EtOAc/petroleum ether as eluent) to afford the title compound (90 mg, 90...